Dataset: the Open Reaction Database (ORD), a public repository of structured organic reaction records. Task: describe an organic reaction: reactants, conditions, products, and yield Reactants: CC1=C(C=CC=C1)C(O)C1=CC=NC=C1 (2-methylphenyl-(4-pyridyl)methanol), [Cr](=O)(=O)([O-])Cl.[NH+]1=CC=CC=C1 (Pyridinium chlorochromate), C(C)OCC (Diethyl ether). Run in ClCCl (dichloromethane), ClCCl (dichloromethane). Conditions: time 2 hour. Yields the product CC1=C(C(=O)C2=CC=NC=C2)C=CC=C1 (4-(2-Methylbenzoyl)pyridine). Yield: 48.4%. As a reaction SMILES: [Cr](Cl)([O-])(=O)=O.[NH+]1C=CC=CC=1.[CH3:12][C:13]1[CH:18]=[CH:17][CH:16]=[CH:15][C:14]=1[CH:19]([C:21]1[CH:26]=[CH:25][N:24]=[CH:23][CH:22]=1)[OH:20].C(OCC)C>ClCCl>[CH3:12][C:13]1[CH:18]=[CH:17][CH:16]=[CH:15][C:14]=1[C:19]([C:21]1[CH:26]=[CH:25][N:24]=[CH:23][CH:22]=1)=[O:20] |f:0.1|. Procedure: Pyridinium chlorochromate (9.29 g, 43.1 mmol) was dissolved in dichloromethane (50 ml) and a solution of 2-methylphenyl-(4-pyridyl)methanol (5.72 g, 28.7 mmol) in dichloromethane (30 ml) was added. The reaction mixture became dark immediately, and was stirred for 2 h at room temperature. Diethyl ether (350 ml) was added, and the reaction mixture was filtered through "hyflo" and evaporated to a dark oil (11.26 g). Flash chromatography on silica gel (Merck Art 9385) eluting with heptane/tetrahydro... Product: Cc1cc(Br)cc2oc(=O)[nH]c12. The reactants are O=C1CCC(=O)N1Br, CC(=O)O, Cc1cccc2oc(=O)[nH]c12, O. RXN SMILES: [Br:1][N:2]1[C:3](=[O:4])[CH2:5][CH2:6][C:7]1=[O:8].[C:21]([OH:22])(=[O:23])[CH3:24].[CH3:9][c:10]1[cH:11][cH:12][cH:13][c:14]2[c:15]1[nH:16][c:17](=[O:19])[o:18]2.[OH2:20]>>[Br:1][c:12]1[cH:11][c:10]([CH3:9])[c:15]2[c:14]([cH:13]1)[o:18][c:17](=[O:19])[nH:16]2. As a reaction SMILES: [CH:1]([C:3]1[CH:4]=[N:5][CH:6]=[CH:7][C:8]=1[C:9]1[CH:10]=[C:11]([CH:14]=[CH:15][CH:16]=1)[C:12]#[N:13])=[O:2].[O:17]([C:19]1[CH:24]=[CH:23][C:22]([O:25][CH3:26])=[CH:21][C:20]=1[Mg]Br)[CH3:18]>C1COCC1>[OH:2][CH:1]([C:23]1[CH:24]=[C:19]([O:17][CH3:18])[CH:20]=[CH:21][C:22]=1[O:25][CH3:26])[C:3]1[CH:4]=[N:5][CH:6]=[CH:7][C:8]=1[C:9]1[CH:10]=[C:11]([CH:14]=[CH:15][CH:16]=1)[C:12]#[N:13]. The product is OC(C=1C=NC=CC1C=1C=C(C#N)C=CC1)C1=C(C=CC(=C1)OC)OC (3-{3-[hydroxy-(2,5-dimethoxy-phenyl)-methyl]-pyridin-4-yl}-benzonitrile). Run in C1CCOC1 (THF), C1CCOC1 (THF). Reported procedure: To a solution of 3-(3-formyl-pyridin-4-yl)-benzonitrile (15 mg, 0.075 mmol) in THF (1 mL) at −78° C. was added 0.5 M 2,5-dimethoxylphenylmagnesium bromide in THF (0.3 mL). The reaction mixture was quenched with ammonium chloride and extracted with ethyl acetate. The organic layer was dried over sodium sulfate, concentrated, and the residue purified by flash chromatography eluted with 5% methanol in dichloromethane to yield 3-{3-[hydroxy-(2,5-dimethoxy-phenyl)-methyl]-pyridin-4-yl}-benzonitrile a... The reactants are C(=O)C=1C=NC=CC1C=1C=C(C#N)C=CC1 (3-(3-formyl-pyridin-4-yl)-benzonitrile), O(C)C1=C(C=C(C=C1)OC)[Mg]Br (2,5-dimethoxylphenylmagnesium bromide). The reactants are O (water), [OH-].[Na+] (sodium hydroxide), O (water), C(#N)C(CCC(=O)OCC)(C1=CC=CC=C1)C1=CC=CC=C1 (ethyl 4-cyano-4,4-diphenylbutyrate), [H-].[Al+3].[Li+].[H-].[H-].[H-] (lithium aluminum hydride). Run in O1CCCC1 (tetrahydrofuran). Run at temperature 60 celsius, time 3 hour. Product: NCC(CCCO)(C1=CC=CC=C1)C1=CC=CC=C1 (5-Amino-4,4-diphenylpentanol). The yield is 78.5%. As a reaction SMILES: [C:1]([C:3]([C:17]1[CH:22]=[CH:21][CH:20]=[CH:19][CH:18]=1)([C:11]1[CH:16]=[CH:15][CH:14]=[CH:13][CH:12]=1)[CH2:4][CH2:5][C:6](OCC)=[O:7])#[N:2].[H-].[Al+3].[Li+].[H-].[H-].[H-].O.[OH-].[Na+]>O1CCCC1>[NH2:2][CH2:1][C:3]([C:17]1[CH:18]=[CH:19][CH:20]=[CH:21][CH:22]=1)([C:11]1[CH:12]=[CH:13][CH:14]=[CH:15][CH:16]=1)[CH2:4][CH2:5][CH2:6][OH:7] |f:1.2.3.4.5.6,8.9|. Procedure details: To a stirred solution of ethyl 4-cyano-4,4-diphenylbutyrate (1.2 g) in tetrahydrofuran (30 ml) was added lithium aluminum hydride (0.44 g) in small portion under ice-cooling. After completion of dropwise addition, the mixture was heated and stirred at 60° C. for 3 hours. The reaction mixture was then cooled with ice again, and water (1 ml), 15% aqueous sodium hydroxide (3 ml) and water (1 ml) were added in succession. The insoluble matter that had separated out was filtered off and the filtrate ... Starting materials: C(#N)C1=CC2=C(C(N=C2C=C1)=O)SC (5-cyano-3-methylthio-2-oxoindole), [OH-].[K+] (potassium hydroxide), CO (methanol), [OH-].[K+] (potassium hydroxide). The solvent is O (water). Reaction conditions: time 8 hour. Yields the product NC1=C(C(=O)O)C=C(C=C1)C#N (2-amino-5-cyanobenzoic acid). Yield: 34.0%. RXN SMILES: [C:1]([C:3]1[CH:11]=[CH:10][C:9]2[C:5](=[C:6](SC)C(=O)[N:8]=2)[CH:4]=1)#[N:2].[OH-:15].[K+].C[OH:18]>O>[NH2:8][C:9]1[CH:10]=[CH:11][C:3]([C:1]#[N:2])=[CH:4][C:5]=1[C:6]([OH:18])=[O:15] |f:1.2|. Reported procedure: Air was bubbled through a stirred solution of 5-cyano-3-methylthio-2-oxoindole (18.0 g, 88.1 mmol) and potassium hydroxide (5.9 g, 105.2 mmol) in a 9:1 mixture of methanol:water at room temperature for 5 hours. Further potassium hydroxide (5.9 g, 105.2 mmol) was added and the air bubbling continued overnight. The methanol was removed in vacuo, and the residue was carefully acidifed with 2N aq. HCl. The resulting precipitate was collected by filtration, and triturated with ethyl acetate to give 2... Starting materials: CC(C)C(C(=O)O)c1ccc(OC(F)(F)F)cc1, O=S(Cl)Cl, c1ccccc1. The product is CC(C)C(C(=O)Cl)c1ccc(OC(F)(F)F)cc1. RXN SMILES: [CH:1]([CH3:2])([CH3:3])[CH:4]([C:5](=[O:6])[OH:7])[c:8]1[cH:9][cH:10][c:11]([O:14][C:15]([F:16])([F:17])[F:18])[cH:12][cH:13]1.[S:19]([Cl:20])([Cl:21])=[O:22].[cH:23]1[cH:24][cH:25][cH:26][cH:27][cH:28]1>>[CH:1]([CH3:2])([CH3:3])[CH:4]([C:5](=[O:6])[Cl:21])[c:8]1[cH:9][cH:10][c:11]([O:14][C:15]([F:16])([F:17])[F:18])[cH:12][cH:13]1. Starting materials: OC1=C(N)C=CC(=C1)[N+](=O)[O-] (2-hydroxy 4-nitro aniline), ClC1=C(C=CC=C1Cl)N=C=O (2,3-dichloro phenyl isocyanate). Yields the product OC1=C(C=CC(=C1)[N+](=O)[O-])NC(=O)NC1=C(C(=CC=C1)Cl)Cl (N-(2-hydroxy 4-nitro phenyl) N′-(2,3-dichloro phenyl)urea). The yield is 73.1%. Reaction SMILES: [OH:1][C:2]1[CH:8]=[C:7]([N+:9]([O-:11])=[O:10])[CH:6]=[CH:5][C:3]=1[NH2:4].[Cl:12][C:13]1[C:18]([Cl:19])=[CH:17][CH:16]=[CH:15][C:14]=1[N:20]=[C:21]=[O:22]>>[OH:1][C:2]1[CH:8]=[C:7]([N+:9]([O-:11])=[O:10])[CH:6]=[CH:5][C:3]=1[NH:4][C:21]([NH:20][C:14]1[CH:15]=[CH:16][CH:17]=[C:18]([Cl:19])[C:13]=1[Cl:12])=[O:22]. Procedure: The urea was prepared from 2-hydroxy 4-nitro aniline (308 mg, 2 mmol) and 2,3-dichloro phenyl isocyanate (2 mmol) by general Method B. It was purified by dilution with methylene chloride and precipitation with hexane. Filtering afforded the title compound (0.5 g, 73%). EI-MS m/z 342 (M+H)+ Starting materials: CCOCc1nc2c(Oc3ccccc3)nc(C)c(C)c2n1CCOCCCc1cccnc1, CC(=O)[O-], CCOC(C)=O, [NH4+]. Product: CCOCc1nc2c(N)nc(C)c(C)c2n1CCOCCCc1cccnc1. Reaction SMILES: [CH2:1]([CH3:2])[O:3][CH2:4][c:5]1[n:6]([CH2:23][CH2:24][O:25][CH2:26][CH2:27][CH2:28][c:29]2[cH:30][n:31][cH:32][cH:33][cH:34]2)[c:7]2[c:8]([c:9]([O:15][c:16]3[cH:17][cH:18][cH:19][cH:20][cH:21]3)[n:10][c:11]([CH3:14])[c:12]2[CH3:13])[n:22]1.[CH3:36][C:37](=[O:38])[O-:39].[CH3:40][CH2:41][O:42][C:43](=[O:44])[CH3:45].[NH4+:35]>>[CH2:1]([CH3:2])[O:3][CH2:4][c:5]1[n:6]([CH2:23][CH2:24][O:25][CH2:26][CH2:27][CH2:28][c:29]2[cH:30][n:31][cH:32][cH:33][cH:34]2)[c:7]2[c:8]([c:9]([NH2:35])[n:10][c:11]([CH3:14])[c:12]2[CH3:13])[n:22]1.